From a dataset of the Open Reaction Database (ORD), a public repository of structured organic reaction records. describe an organic reaction: reactants, conditions, products, and yield Run at time 1 hour. As a reaction SMILES: [C:1]([N:4]1[CH2:9][CH2:8][NH:7][CH2:6][CH2:5]1)(=[O:3])[CH3:2].[F:10][C:11]1[CH:16]=[CH:15][C:14]([N:17]=[C:18]=[O:19])=[CH:13][CH:12]=1>O1CCCC1>[C:1]([N:4]1[CH2:9][CH2:8][N:7]([C:18](=[O:19])[NH:17][C:14]2[CH:15]=[CH:16][C:11]([F:10])=[CH:12][CH:13]=2)[CH2:6][CH2:5]1)(=[O:3])[CH3:2]. Yields the product C(C)(=O)N1CCN(CC1)C(NC1=CC=C(C=C1)F)=O (1-acetyl-4-(4-fluorophenylcarbamoyl)piperazine). The reactants are C(C)(=O)N1CCNCC1 (1-acetylpiperazine), FC1=CC=C(C=C1)N=C=O (4-fluorophenyl isocyanate). Reported procedure: To a stirred solution of 1-acetylpiperazine (0.648 g) in tetrahydrofuran (10 ml) was added 4-fluorophenyl isocyanate (0.574 g) at ambient temperature. After stirring at ambient temperature for 1 hour, the solvent was removed by evaporation under reduced pressure, and the residue was triturated with diisopropyl ether to give 1-acetyl-4-(4-fluorophenylcarbamoyl)piperazine (1.25 g). Yield: 112.6%. Run in O1CCCC1 (tetrahydrofuran). Reactants: ice, C1(CCCCC1)N1C[C@@H]([C@H](C1)O)NC(CNC(C1=CC(=CC=C1)C(F)(F)F)=O)=O (N-(2-{[(3S,4S)-1-Cyclohexyl-4-hydroxypyrrolidin-3-yl]amino}-2-oxoethyl)-3-(trifluoromethyl)benzamide), [H-].[Na+] (NaH), C(C#CC)Br (2-butynyl bromide), [NH4+].[Cl-] (NH4Cl). The solvent is CCOC(=O)C (EtOAc), C1CCOC1 (THF). The product is C(C#CC)O[C@@H]1[C@H](CN(C1)C1CCCCC1)NC(CNC(C1=CC(=CC=C1)C(F)(F)F)=O)=O (N-(2-{[(3S,4S)-4-(But-2-yn-1-yloxy)-1-cyclohexylpyrrolidin-3-yl]amino}-2-oxoethyl)-3-(trifluoromethyl)benzamide). As a reaction SMILES: [CH:1]1([N:7]2[CH2:11][C@H:10]([OH:12])[C@@H:9]([NH:13][C:14](=[O:29])[CH2:15][NH:16][C:17](=[O:28])[C:18]3[CH:23]=[CH:22][CH:21]=[C:20]([C:24]([F:27])([F:26])[F:25])[CH:19]=3)[CH2:8]2)[CH2:6][CH2:5][CH2:4][CH2:3][CH2:2]1.[H-].[Na+].[CH2:32](Br)[C:33]#[C:34][CH3:35].[NH4+].[Cl-]>C1COCC1.CCOC(C)=O>[CH2:32]([O:12][C@H:10]1[CH2:11][N:7]([CH:1]2[CH2:6][CH2:5][CH2:4][CH2:3][CH2:2]2)[CH2:8][C@@H:9]1[NH:13][C:14](=[O:29])[CH2:15][NH:16][C:17](=[O:28])[C:18]1[CH:23]=[CH:22][CH:21]=[C:20]([C:24]([F:26])([F:27])[F:25])[CH:19]=1)[C:33]#[C:34][CH3:35] |f:1.2,4.5|. Reported procedure: To a solution of compound of Example 1 (41 mg, 0.1 mmol) in THF (3 mL) cooled in an ice bath was added NaH (16 mg, 0.4 mmol) followed by 2-butynyl bromide (9.6 μL, 0.11 mmol). After being stirred in the ice bath for 3 hours, saturated NH4Cl was added followed by EtOAc. The EtOAc layer was separated, washed with brine, dried over MgSO4 and concentrated. Purification by reversed phase HPLC gave the title compound as a powder. MS calculated (M+H)+ 466. found 466. Starting materials: C(C)(=O)NC(C(=O)NC(C)(C)C)(CCCCB1OC(C(O1)(C)C)(C)C)C1CC(C1)(OC)OC (2-Acetamido-N-tert-butyl-2-(3,3-dimethoxycyclobutyl)-6-(4,4,5,5-tetramethyl-1,3,2-dioxaborolan-2-yl)hexanamide), C1(=CC=C(C=C1)S(=O)(=O)O)C (p-toluenesulfonic acid). Run in CC(=O)C (acetone), C1=CC=CC=C1 (benzene), CCCCCCC (heptane). Conditions: time 8 hour. The product is C(C)(=O)NC(C(=O)NC(C)(C)C)(CCCCB1OC(C(O1)(C)C)(C)C)C1CC(C1)=O (2-acetamido-N-tert-butyl-2-(3-oxocyclobutyl)-6-(4,4,5,5-tetramethyl-1,3,2-dioxaborolan-2-yl)hexanamide). Isolated yield 72.5%. Reaction SMILES: [C:1]([NH:4][C:5]([CH:26]1[CH2:29][C:28](OC)([O:30]C)[CH2:27]1)([CH2:13][CH2:14][CH2:15][CH2:16][B:17]1[O:21][C:20]([CH3:23])([CH3:22])[C:19]([CH3:25])([CH3:24])[O:18]1)[C:6]([NH:8][C:9]([CH3:12])([CH3:11])[CH3:10])=[O:7])(=[O:3])[CH3:2].C1(C)C=CC(S(O)(=O)=O)=CC=1>CC(C)=O.C1C=CC=CC=1.CCCCCCC>[C:1]([NH:4][C:5]([CH:26]1[CH2:29][C:28](=[O:30])[CH2:27]1)([CH2:13][CH2:14][CH2:15][CH2:16][B:17]1[O:21][C:20]([CH3:22])([CH3:23])[C:19]([CH3:25])([CH3:24])[O:18]1)[C:6]([NH:8][C:9]([CH3:12])([CH3:11])[CH3:10])=[O:7])(=[O:3])[CH3:2]. Procedure: 2-Acetamido-N-tert-butyl-2-(3,3-dimethoxycyclobutyl)-6-(4,4,5,5-tetramethyl-1,3,2-dioxaborolan-2-yl)hexanamide (5.21 g, 11.10 mmol) was dissolved in acetone (110 mL) and treated with p-toluenesulfonic acid (106 mg, 0.56 mmol). The reaction was stirred overnight at room temperature, then diluted with benzene (500 mL) and heptane (250 mL), washed successively with water and saturated aqueous sodium chloride, dried over MgSO4, and concentrated in vacuo. The residue was chromatographed on silica gel... Starting materials: Sc1cccc(Br)c1, O=C([O-])[O-], CC#N, ClCCN1CCCC1, Cl, [K+], [K+]. Product: Brc1cccc(SCCN2CCCC2)c1. As a reaction SMILES: [Br:10][c:11]1[cH:12][c:13]([SH:17])[cH:14][cH:15][cH:16]1.[C:18](=[O:19])([O-:20])[O-:21].[CH3:24][C:25]#[N:26].[Cl:2][CH2:3][CH2:4][N:5]1[CH2:6][CH2:7][CH2:8][CH2:9]1.[ClH:1].[K+:22].[K+:23]>>[CH2:3]([CH2:4][N:5]1[CH2:6][CH2:7][CH2:8][CH2:9]1)[S:17][c:13]1[cH:12][c:11]([Br:10])[cH:16][cH:15][cH:14]1. Procedure: Seventeen grams (0.05 mole) of sodium 2-amino-3-(4-methylthiobenzoyl)phenylacetic acid monohydrate are dissolved in approximately 150 ml of dimethylformamide and the solution treated with 33 g ethyl iodide. The solution is stirred at room temperature for 2.5 hrs. and added to water and the mixture extracted several times with benzene. The combined benzene extracts are washed with dilute base and water, dried over sodium sulfate and concentrated to obtain the titled compound. Reaction conditions: time 2.5 hour. The reactants are C(C)I (ethyl iodide), O.NC1=C(C=CC=C1C(C1=CC=C(C=C1)C)=S)CC(=O)O.[Na] (sodium 2-amino-3-(4-methylthiobenzoyl)phenylacetic acid monohydrate), O (water). Reaction SMILES: O.[NH2:2][C:3]1[C:8]([C:9](=[S:17])[C:10]2[CH:15]=[CH:14][C:13]([CH3:16])=[CH:12][CH:11]=2)=[CH:7][CH:6]=[CH:5][C:4]=1[CH2:18][C:19]([OH:21])=[O:20].[Na].[CH2:23](I)[CH3:24].O>CN(C)C=O>[NH2:2][C:3]1[C:8]([C:9](=[S:17])[C:10]2[CH:15]=[CH:14][C:13]([CH3:16])=[CH:12][CH:11]=2)=[CH:7][CH:6]=[CH:5][C:4]=1[CH2:18][C:19]([O:21][CH2:23][CH3:24])=[O:20] |f:0.1.2,^1:21|. The solvent is CN(C=O)C (dimethylformamide). Yields the product NC1=C(C=CC=C1C(C1=CC=C(C=C1)C)=S)CC(=O)OCC (Ethyl 2-amino-3-(4-methylthiobenzoyl)phenylacetate). The product is ClC1=CC=CC=2[C@H]3CNC[C@]3(CCC21)C (cis-6-chloro-3a-methyl-2,3,3a,4,5,9b-hexahydro-1H-benzo[e]isoindole). The reactants are C(C1=CC=CC=C1)N1C[C@]2(CCC3=C([C@H]2C1)C=CC=C3Cl)C (cis-2-benzyl-6-chloro-3a-methyl-2,3,3a,4,5,9b-hexahydro-1H-benzo[e]isoindole), ClC(=O)OC(C)Cl (1-chloroethyl chloroformate), CO (MeOH). Conditions: temperature 160 celsius. Run in C1(=CC=CC=C1)C (toluene). Procedure details: To a solution of cis-2-benzyl-6-chloro-3a-methyl-2,3,3a,4,5,9b-hexahydro-1H-benzo[e]isoindole (0.882 mmol, 0.275 g) in toluene (2 ml) was added 1-chloroethyl chloroformate (6.17 mmol, 0.883 g) and the reaction mixture was heated at 160° C. for 15 min in a microwave reactor. MeOH (2 ml) was added and the mixture further irradiated at 160° C. for 5 mins. The mixture was concentrated in vacuo and then diluted with water and extracted with DCM (3×). The combined organics were dried over Na2SO4 and c... As a reaction SMILES: C([N:8]1[CH2:16][C@H:15]2[C@:10]([CH3:22])([CH2:11][CH2:12][C:13]3[C:20]([Cl:21])=[CH:19][CH:18]=[CH:17][C:14]=32)[CH2:9]1)C1C=CC=CC=1.ClC(OC(Cl)C)=O.CO>C1(C)C=CC=CC=1>[Cl:21][C:20]1[C:13]2[CH2:12][CH2:11][C@@:10]3([CH3:22])[C@H:15]([CH2:16][NH:8][CH2:9]3)[C:14]=2[CH:17]=[CH:18][CH:19]=1. Isolated yield 83.3%. Starting materials: CC=CCC1Cc2ccc(OCC(C)C)cc2C1=O, CO, ClCCl, O=[O+][O-]. Product: CC(C)COc1ccc2c(c1)C(=O)C(CC=O)C2. RXN SMILES: [CH2:4]([CH:5]=[CH:6][CH3:7])[CH:8]1[C:9](=[O:22])[c:10]2[cH:11][c:12]([O:17][CH2:18][CH:19]([CH3:20])[CH3:21])[cH:13][cH:14][c:15]2[CH2:16]1.[CH3:26][OH:27].[Cl:23][CH2:24][Cl:25].[O-:1][O+:2]=[O:3]>>[O:1]=[CH:5][CH2:4][CH:8]1[C:9](=[O:22])[c:10]2[cH:11][c:12]([O:17][CH2:18][CH:19]([CH3:20])[CH3:21])[cH:13][cH:14][c:15]2[CH2:16]1. Starting materials: BrCCC1=CNC2=CC=C(C=C12)CCNC(CC1=CC=C(C=C1)OC)=O (N-[2-[3-(2-Bromoethyl)-1H-indol-5-yl]ethyl]-4-methoxybenzeneacetamide), CNC (dimethylamine). The product is CN(CCC1=CNC2=CC=C(C=C12)CCNC(CC1=CC=C(C=C1)OC)=O)C (N-[2-[3-[2-(dimethylamino)ethyl]-1H-indol-5-yl]ethyl]-4-methoxybenzene acetamide), oil. RXN SMILES: Br[CH2:2][CH2:3][C:4]1[C:12]2[C:7](=[CH:8][CH:9]=[C:10]([CH2:13][CH2:14][NH:15][C:16](=[O:26])[CH2:17][C:18]3[CH:23]=[CH:22][C:21]([O:24][CH3:25])=[CH:20][CH:19]=3)[CH:11]=2)[NH:6][CH:5]=1.[CH3:27][NH:28][CH3:29]>>[CH3:27][N:28]([CH3:29])[CH2:2][CH2:3][C:4]1[C:12]2[C:7](=[CH:8][CH:9]=[C:10]([CH2:13][CH2:14][NH:15][C:16](=[O:26])[CH2:17][C:18]3[CH:23]=[CH:22][C:21]([O:24][CH3:25])=[CH:20][CH:19]=3)[CH:11]=2)[NH:6][CH:5]=1. Reported procedure: A solution of the product of Section (b) (117 mg) in ethanolic dimethylamine (33% w/w; 10 ml) was stirred at room temperature for 19 h. The solvent was removed in vacuo and the residue purified by `flash` chromatography (C) to give the title compound of the invention as a colourless oil (96 mg). T.l.c. (C), Rf 0.27. Starting materials: CC1=NC(C)(C)CO1, O=Cc1cccs1. The product is CC1(C)COC(C=Cc2cccs2)=N1. RXN SMILES: [CH3:8][C:9]1=[N:13][C:12]([CH3:14])([CH3:15])[CH2:11][O:10]1.[s:1]1[c:2]([CH:6]=[O:7])[cH:3][cH:4][cH:5]1>>[s:1]1[c:2]([CH:6]=[CH:8][C:9]2=[N:13][C:12]([CH3:14])([CH3:15])[CH2:11][O:10]2)[cH:3][cH:4][cH:5]1. Starting materials: FC=1C=C(C(=O)O)C=CC1 (3-fluoro-benzoic acid), C(C)(C)(C)C1=NC(=CC(=N1)N1CCN(CC1)CCCCN)C1CCC1 (4-[4-(2-tert-Butyl-6-cyclobutyl-pyrimidin-4-yl)-piperazin-1-yl]-butylamine), C(C)(C)N(CC)C(C)C (diisopropylethylamine), OC1=CC=CC=2NN=NC21 (hydroxybenzotriazole), Cl.C(C)N=C=NCCCN(C)C (N-ethyl-N′-(3-dimethylaminopropyl)-carbodiimide hydrochloride). Run in ClCCl (dichloromethane), ClCCl (dichloromethane). Run at time 16 hour. Yields the product C(C)(C)(C)C1=NC(=CC(=N1)N1CCN(CC1)CCCCNC(C1=CC(=CC=C1)F)=O)C1CCC1 (N-{4-[4-(2-tert-Butyl-6-cyclobutyl-pyrimidin-4-yl)-piperazin-1-yl]-butyl}-3-fluoro-benzamide). Isolated yield 92.7%. Reaction SMILES: [F:1][C:2]1[CH:3]=[C:4]([CH:8]=[CH:9][CH:10]=1)[C:5]([OH:7])=O.[C:11]([C:15]1[N:20]=[C:19]([N:21]2[CH2:26][CH2:25][N:24]([CH2:27][CH2:28][CH2:29][CH2:30][NH2:31])[CH2:23][CH2:22]2)[CH:18]=[C:17]([CH:32]2[CH2:35][CH2:34][CH2:33]2)[N:16]=1)([CH3:14])([CH3:13])[CH3:12].C(N(C(C)C)CC)(C)C.OC1C2N=NNC=2C=CC=1.Cl.C(N=C=NCCCN(C)C)C>ClCCl>[C:11]([C:15]1[N:20]=[C:19]([N:21]2[CH2:22][CH2:23][N:24]([CH2:27][CH2:28][CH2:29][CH2:30][NH:31][C:5](=[O:7])[C:4]3[CH:8]=[CH:9][CH:10]=[C:2]([F:1])[CH:3]=3)[CH2:25][CH2:26]2)[CH:18]=[C:17]([CH:32]2[CH2:35][CH2:34][CH2:33]2)[N:16]=1)([CH3:14])([CH3:12])[CH3:13] |f:4.5|. Reported procedure: 0.29 g of 3-fluoro-benzoic acid (2.03 mmol) and 0.7 g of 4-[4-(2-tert-Butyl-6-cyclobutyl-pyrimidin-4-yl)-piperazin-1-yl]-butylamine (2.03 mmol) were dissolved in 25 ml of dichloromethane. Addition of 1.04 g of diisopropylethylamine (8.04 mmol), 0.19 g of hydroxybenzotriazole (HOBt, 1.4 mmol), and 0.46 g of N-ethyl-N′-(3-dimethylaminopropyl)-carbodiimide hydrochloride (EDCl, 2.4 mmol) at 0° C. was followed by stirring the reaction mixture for 16 h at room temperature. 30 ml of dichloromethane wer...